Dataset: the Open Reaction Database (ORD), a public repository of structured organic reaction records. Task: describe an organic reaction: reactants, conditions, products, and yield The reactants are [H-].[Al+3].[Li+].[H-].[H-].[H-] (lithium aluminum hydride), BrC1=CC=C(COC=2C=C3C=C(NC3=CC2)C(=O)OCC)C=C1 (ethyl 5-[(4-bromobenzyl)oxy]-1H-indole-2-carboxylate), C(C)(=O)OCC (Ethyl acetate). Solvent: O1CCCC1 (tetrahydrofuran). Reaction conditions: time 1 hour. Product: BrC1=CC=C(COC=2C=C3C=C(NC3=CC2)CO)C=C1 ([5-[(4-Bromobenzyl)oxy]-1H-indol-2-yl]methanol). Isolated yield 82.2%. RXN SMILES: [Br:1][C:2]1[CH:23]=[CH:22][C:5]([CH2:6][O:7][C:8]2[CH:9]=[C:10]3[C:14](=[CH:15][CH:16]=2)[NH:13][C:12]([C:17](OCC)=[O:18])=[CH:11]3)=[CH:4][CH:3]=1.[H-].[Al+3].[Li+].[H-].[H-].[H-].C(OCC)(=O)C>O1CCCC1>[Br:1][C:2]1[CH:23]=[CH:22][C:5]([CH2:6][O:7][C:8]2[CH:9]=[C:10]3[C:14](=[CH:15][CH:16]=2)[NH:13][C:12]([CH2:17][OH:18])=[CH:11]3)=[CH:4][CH:3]=1 |f:1.2.3.4.5.6|. Reported procedure: To a solution of the ethyl 5-[(4-bromobenzyl)oxy]-1H-indole-2-carboxylate (300 mg, 0.802 mmol) obtained in the above 1) in tetrahydrofuran (4 ml) was added lithium aluminum hydride (60.8 mg, 1.60 mmol) at 0° C., and the mixture was stirred for 1 hour. Ethyl acetate was added to the reaction solution, the mixture was washed with 1N hydrochloric acid and an aqueous saturated sodium chloride solution, and dried over anhydrous sodium sulfate. After the solvent was concentrated under reduced pressure... Starting materials: CC(C)(C)OC(=O)N1CCN(CCCN)CC1, C1COCCO1, CNC(=O)c1ccc2cc(-c3nc(Cl)ncc3C)sc2c1, CCN(C(C)C)C(C)C. Product: CNC(=O)c1ccc2cc(-c3nc(NCCCN4CCN(C(=O)OC(C)(C)C)CC4)ncc3C)sc2c1. Reaction SMILES: [C:22]([CH3:23])([CH3:24])([CH3:25])[O:26][C:27](=[O:28])[N:29]1[CH2:30][CH2:31][N:32]([CH2:35][CH2:36][CH2:37][NH2:38])[CH2:33][CH2:34]1.[CH2:48]1[O:49][CH2:50][CH2:51][O:52][CH2:53]1.[CH3:1][NH:2][C:3](=[O:4])[c:5]1[cH:6][cH:7][c:8]2[c:9]([s:10][c:11](-[c:13]3[n:14][c:15]([Cl:20])[n:16][cH:17][c:18]3[CH3:19])[cH:12]2)[cH:21]1.[CH:39]([N:40]([CH:41]([CH3:42])[CH3:43])[CH2:44][CH3:45])([CH3:46])[CH3:47]>>[CH3:1][NH:2][C:3](=[O:4])[c:5]1[cH:6][cH:7][c:8]2[c:9]([s:10][c:11](-[c:13]3[n:14][c:15]([NH:38][CH2:37][CH2:36][CH2:35][N:32]4[CH2:31][CH2:30][N:29]([C:27]([O:26][C:22]([CH3:23])([CH3:24])[CH3:25])=[O:28])[CH2:34][CH2:33]4)[n:16][cH:17][c:18]3[CH3:19])[cH:12]2)[cH:21]1. Reactants: O=C([O-])[O-], CCOC(C)=O, Clc1c[nH]cn1, O=[N+]([O-])c1cc(F)c(F)c(F)c1, [K+], [K+], CN(C)C=O. The product is O=[N+]([O-])c1cc(F)c(-n2cnc(Cl)c2)c(F)c1. Reaction SMILES: [C:19](=[O:20])([O-:21])[O-:22].[CH3:30][CH2:31][O:32][C:33]([CH3:34])=[O:35].[Cl:1][c:2]1[n:3][cH:4][nH:5][cH:6]1.[F:7][c:8]1[c:9]([F:18])[c:10]([F:17])[cH:11][c:12]([N+:14](=[O:15])[O-:16])[cH:13]1.[K+:23].[K+:24].[O:25]=[CH:26][N:27]([CH3:28])[CH3:29]>>[Cl:1][c:2]1[n:3][cH:4][n:5](-[c:9]2[c:8]([F:7])[cH:13][c:12]([N+:14](=[O:15])[O-:16])[cH:11][c:10]2[F:17])[cH:6]1. The reactants are C=1C=CC(=CC1)C2=CC(=O)C=3C(=CC(=C(C3O)O)O)O2 (Baicalein), CN1CCNCC1 (4-N-methyl-piperazin), CO (methanol). Reaction conditions: temperature 55 celsius, time 4 hour. Product: OC1=C2C(C=C(OC2=C(C(=C1O)O)CN1CCN(CC1)C)C1=CC=CC=C1)=O (5,6,7-trihydroxy-8-((4-methylpiperazin-1-yl)methyl)-2-phenyl-4H-chromen-4-one). Reaction SMILES: [CH:1]1[CH:2]=[CH:3][C:4]([C:7]2[O:20][C:12]3=[CH:13][C:14]([OH:19])=[C:15]([OH:18])[C:16]([OH:17])=[C:11]3[C:9](=[O:10])[CH:8]=2)=[CH:5][CH:6]=1.[CH3:21][N:22]1[CH2:27][CH2:26][NH:25][CH2:24][CH2:23]1.[CH3:28]O>>[OH:17][C:16]1[C:15]([OH:18])=[C:14]([OH:19])[C:13]([CH2:21][N:22]2[CH2:27][CH2:26][N:25]([CH3:28])[CH2:24][CH2:23]2)=[C:12]2[C:11]=1[C:9](=[O:10])[CH:8]=[C:7]([C:4]1[CH:3]=[CH:2][CH:1]=[CH:6][CH:5]=1)[O:20]2. Reported procedure: The mixture of Baicalein (100 g), methanol 2 L, 37% formaldehyde solution (36.5 ml), 4-N-methyl-piperazin solution (45 g) was stirred under for 4 hours at 55° C., then precipitates were removed by filtration and washed several times with methanol, after drying under reduced pressure at 55° C. to get the product as yellow solid 113 g of purity 99.9%. m.p.: 280˜282° C. UV: λmax(alcohol) 278, 330 nm; MS: (API-ES) m/z 383.1 [M+H]+, 405.1 [M+Na]+; IR: 3400, 3050, 2925, 2861, 1637, 1570, 1509 cm−1; 1H... Reactants: [Na+], O=C(OCc1ccccc1)c1ccccc1, [OH-], [Zn]. Product: [Na+], O=C([O-])c1ccccc1. As a reaction SMILES: [Na+:18].[O:1]=[C:2]([O:3][CH2:4][c:5]1[cH:6][cH:7][cH:8][cH:9][cH:10]1)[c:11]1[cH:12][cH:13][cH:14][cH:15][cH:16]1.[OH-:17].[Zn:19]>>[Na+:18].[O:1]=[C:2]([O-:3])[c:11]1[cH:12][cH:13][cH:14][cH:15][cH:16]1. The product is [O-][n+]1cccc2ncc(Br)cc21. Reaction SMILES: [Br:1][c:2]1[cH:3][n:4][c:5]2[cH:6][cH:7][cH:8][n:9][c:10]2[cH:11]1.[CH:30]([Cl:31])([Cl:32])[Cl:33].[Cl:12][c:13]1[cH:14][cH:15][cH:16][c:17]([C:18]([O:19][OH:21])=[O:20])[cH:22]1.[Na+:28].[Na+:29].[S:23]([O-:24])([O-:25])(=[O:26])=[S:27]>>[Br:1][c:2]1[cH:3][n:4][c:5]2[cH:6][cH:7][cH:8][n+:9]([O-:20])[c:10]2[cH:11]1. Reactants: Brc1cnc2cccnc2c1, ClC(Cl)Cl, O=C(OO)c1cccc(Cl)c1, [Na+], [Na+], O=S([O-])([O-])=S.